This data is from the Open Reaction Database (ORD), a public repository of structured organic reaction records. The task is: describe an organic reaction: reactants, conditions, products, and yield Yields the product Nc1ccccc1[N+](=O)[O-]. RXN SMILES: [CH3:15][OH:16].[ClH:14].[N+:1](=[O:2])([O-:3])[c:4]1[c:5]([NH:6][C:7](=[O:8])[CH3:9])[cH:10][cH:11][cH:12][cH:13]1>>[N+:1](=[O:2])([O-:3])[c:4]1[c:5]([NH2:6])[cH:10][cH:11][cH:12][cH:13]1. Reactants: CO, Cl, CC(=O)Nc1ccccc1[N+](=O)[O-]. Reactants: COC(=O)COc1cccc2c1c(CC(N)=O)cn2Cc1ccccc1, CCOC(C)=O, CO, [Na+], [OH-]. The product is NC(=O)Cc1cn(Cc2ccccc2)c2cccc(OCC(=O)O)c12. RXN SMILES: [CH3:1][O:2][C:3]([CH2:4][O:5][c:6]1[c:7]2[c:8]([CH2:22][C:23](=[O:24])[NH2:25])[cH:9][n:10]([CH2:15][c:16]3[cH:17][cH:18][cH:19][cH:20][cH:21]3)[c:11]2[cH:12][cH:13][cH:14]1)=[O:26].[CH3:29][CH2:30][O:31][C:32](=[O:33])[CH3:34].[CH3:35][OH:36].[Na+:28].[OH-:27]>>[O:2]=[C:3]([CH2:4][O:5][c:6]1[c:7]2[c:8]([CH2:22][C:23](=[O:24])[NH2:25])[cH:9][n:10]([CH2:15][c:16]3[cH:17][cH:18][cH:19][cH:20][cH:21]3)[c:11]2[cH:12][cH:13][cH:14]1)[OH:26]. Reactants: C1CCOC1, COc1ccc(C#Cc2ccc(Br)cc2)cc1, O=CN1CCCCC1, Cl, I, N#N, O. Yields the product COc1ccc(C#Cc2ccc(C=O)cc2)cc1. RXN SMILES: [CH2:30]1[O:31][CH2:32][CH2:33][CH2:34]1.[CH3:1][O:2][c:3]1[cH:4][cH:5][c:6]([C:9]#[C:10][c:11]2[cH:12][cH:13][c:14]([Br:17])[cH:15][cH:16]2)[cH:7][cH:8]1.[CH:21](=[O:22])[N:23]1[CH2:24][CH2:25][CH2:26][CH2:27][CH2:28]1.[ClH:29].[I:20].[N:18]#[N:19].[OH2:35]>>[CH3:1][O:2][c:3]1[cH:4][cH:5][c:6]([C:9]#[C:10][c:11]2[cH:12][cH:13][c:14]([CH:21]=[O:22])[cH:15][cH:16]2)[cH:7][cH:8]1. Starting materials: C(#N)C1=CC(=C(C=C1)C1N(C(N(C=2CCCC(C12)=O)C1=CC(=CC=C1)C(F)(F)F)=O)C(=O)NC)S(=O)(=O)C (4-(4-cyano-2-(methylsulfonyl)phenyl)-N-methyl-2,5-dioxo-1-(3-(trifluoromethyl)phenyl)-1,2,5,6,7,8-hexahydroquinazoline-3(4H)-carboxamide), C(C)N (ethylamine), C(#N)C1=CC(=C(C=C1)C1N(C(N(C=2CCCC(C12)=O)C1=CC(=CC=C1)C(F)F)=O)C(=O)OC1=CC=C(C=C1)[N+](=O)[O-])S(=O)(=O)C (4-nitrophenyl 4-(4-cyano-2-(methylsulfonyl)-phenyl)-1-(3-(difluoromethyl)phenyl)-2,5-dioxo-1,2,5,6,7,8-hexahydroquinazoline-3(4H)-carboxylate), C(#N)C1=CC(=C(C=C1)C1N(C(N(C=2CCCC(C12)=O)C1=CC(=CC=C1)C(F)F)=O)C(=O)OC1=CC=C(C=C1)[N+](=O)[O-])S(=O)(=O)C (4-nitrophenyl 4-(4-cyano-2-(methylsulfonyl)-phenyl)-1-(3-(difluoromethyl)phenyl)-2,5-dioxo-1,2,5,6,7,8-hexahydroquinazoline-3(4H)-carboxylate). Product: C(#N)C1=CC(=C(C=C1)C1N(C(N(C=2CCCC(C12)=O)C1=CC(=CC=C1)C(F)F)=O)C(=O)NCC)S(=O)(=O)C (4-(4-Cyano-2-(methylsulfonyl)phenyl)-1-(3-(difluoromethyl)phenyl)-N-ethyl-2,5-dioxo-1,2,5,6,7,8-hexahydroquinazoline-3(4H)-carboxamide). Reaction SMILES: [C:1]([C:3]1[CH:8]=[CH:7][C:6]([CH:9]2[C:18]3[C:17](=[O:19])[CH2:16][CH2:15][CH2:14][C:13]=3[N:12]([C:20]3[CH:25]=[CH:24][CH:23]=[C:22]([C:26](F)([F:28])[F:27])[CH:21]=3)[C:11](=[O:30])[N:10]2[C:31]([NH:33][CH3:34])=[O:32])=[C:5]([S:35]([CH3:38])(=[O:37])=[O:36])[CH:4]=1)#[N:2].[C:39](C1C=CC(C2C3C(=O)CCCC=3N(C3C=CC=C(C(F)F)C=3)C(=O)N2C(OC2C=CC([N+]([O-])=O)=CC=2)=O)=C(S(C)(=O)=O)C=1)#N.C(N)C>>[C:1]([C:3]1[CH:8]=[CH:7][C:6]([CH:9]2[C:18]3[C:17](=[O:19])[CH2:16][CH2:15][CH2:14][C:13]=3[N:12]([C:20]3[CH:25]=[CH:24][CH:23]=[C:22]([CH:26]([F:28])[F:27])[CH:21]=3)[C:11](=[O:30])[N:10]2[C:31]([NH:33][CH2:34][CH3:39])=[O:32])=[C:5]([S:35]([CH3:38])(=[O:36])=[O:37])[CH:4]=1)#[N:2]. Procedure: The title compound is prepared in analogy to 4-(4-cyano-2-(methylsulfonyl)phenyl)-N-methyl-2,5-dioxo-1-(3-(trifluoromethyl)phenyl)-1,2,5,6,7,8-hexahydroquinazoline-3(4H)-carboxamide (example 47), using 4-nitrophenyl 4-(4-cyano-2-(methylsulfonyl)-phenyl)-1-(3-(difluoromethyl)-phenyl)-2,5-dioxo-1,2,5,6,7,8-hexahydroquinazoline-3(4H)-carboxylate (intermediate 39, 34 mg, 53 μmol) as starting material and replacing methylamine with ethylamine Yield: 10 mg, ESI mass spectrum [M+H]+=543; Retention time... Starting materials: O=C1OCc2ccccc21, Cl, [H-], O=C1Cc2ccccc2N1, [Na+], CN(C)C=O, O. The product is O=C1Nc2ccccc2C1=C1OCc2ccccc21. RXN SMILES: [C:13]1(=[O:14])[O:15][CH2:16][c:17]2[cH:18][cH:19][cH:20][cH:21][c:22]21.[ClH:23].[H-:1].[NH:3]1[C:4](=[O:12])[CH2:5][c:6]2[cH:7][cH:8][cH:9][cH:10][c:11]21.[Na+:2].[O:24]=[CH:25][N:26]([CH3:27])[CH3:28].[OH2:29]>>[NH:3]1[C:4](=[O:12])[C:5](=[C:13]2[O:15][CH2:16][c:17]3[cH:18][cH:19][cH:20][cH:21][c:22]32)[c:6]2[cH:7][cH:8][cH:9][cH:10][c:11]21. Reactants: [H-].[Al+3].[Li+].[H-].[H-].[H-] (lithium aluminum hydride), NC1=C(C=CC=C1C(C1=CC=C(C=C1)Cl)=O)CC(=O)OCC (2-amino-3-(4-chlorobenzoyl)benzeneacetic acid, ethyl ester), O (water), [OH-].[Na+] (sodium hydroxide), O (water). The solvent is O1CCCC1 (tetrahydrofuran), O1CCCC1 (tetrahydrofuran). Yields the product NC1=C(C=CC=C1C(O)C1=CC=C(C=C1)Cl)CCO (2-Amino-3-[(4-chlorophenyl)hydroxymethyl]benzeneethanol). Isolated yield 44.9%. As a reaction SMILES: [H-].[Al+3].[Li+].[H-].[H-].[H-].[NH2:7][C:8]1[C:13]([C:14](=[O:22])[C:15]2[CH:20]=[CH:19][C:18]([Cl:21])=[CH:17][CH:16]=2)=[CH:12][CH:11]=[CH:10][C:9]=1[CH2:23][C:24](OCC)=[O:25].O.[OH-].[Na+]>O1CCCC1>[NH2:7][C:8]1[C:13]([CH:14]([C:15]2[CH:20]=[CH:19][C:18]([Cl:21])=[CH:17][CH:16]=2)[OH:22])=[CH:12][CH:11]=[CH:10][C:9]=1[CH2:23][CH2:24][OH:25] |f:0.1.2.3.4.5,8.9|. Procedure details: To a slurry of 5.5 g (0.145 mole) of lithium aluminum hydride in 50 ml of dry tetrahydrofuran was added dropwise a solution of 21.9 g (0.069 mole) of 2-amino-3-(4-chlorobenzoyl)benzeneacetic acid, ethyl ester in 120 ml of dry tetrahydrofuran. After the addition was complete, the mixture was heated at reflux under a nitrogen atmosphere for 2.5 hours. The mixture was cooled and treated successively with 5.5 ml of water, 5.5 ml of 5% sodium hydroxide and 16.5 ml of water. The mixture was filtered t... The reactants are [N+](=O)([O-])C1=CC=C(C=C1)CC(=O)O (4-nitrophenylacetic acid), C(C(=O)Cl)(=O)Cl (oxalyl chloride). Solvent: C1=CC=CC=C1 (benzene). Run at temperature 0 celsius, time 8 hour. Yields the product [N+](=O)([O-])C1=CC=C(C=C1)CC(=O)C1=CC=CC=C1 (2-(4-nitrophenyl)-1-phenylethanone). Reaction SMILES: [N+:1]([C:4]1[CH:9]=[CH:8][C:7]([CH2:10][C:11]([OH:13])=O)=[CH:6][CH:5]=1)([O-:3])=[O:2].[C:14](Cl)(=O)[C:15](Cl)=O>C1C=CC=CC=1>[N+:1]([C:4]1[CH:5]=[CH:6][C:7]([CH2:10][C:11]([C:15]2[CH:14]=[CH:6][CH:5]=[CH:4][CH:9]=2)=[O:13])=[CH:8][CH:9]=1)([O-:3])=[O:2]. Reported procedure: To a solution of 4-nitrophenylacetic acid (200 g) in benzene (1.5 L) was added oxalyl chloride (200 mL). The mixture was warmed to 50°-60° C. for 2 hrs, after which time benzene and excess oxalyl chloride were distilled off under vacuum at 50° C. until a final volume of 500 mL was achieved. The residue was diluted with benzene (1 L) and cooled to 0° C. To this was added anhydrous aluminum chloride (160 g) portion-wise over 15 minutes. Thereafter, the mixture was stirred overnight at room tempera...